Dataset: the Open Reaction Database (ORD), a public repository of structured organic reaction records. Task: describe an organic reaction: reactants, conditions, products, and yield Starting materials: N (ammonia), ferric chloride, [Na] (sodium), C1(=CC=CS1)C(=O)C1=CC=C(C=C1)CC(=O)O (2-[p-(2-thenoyl)phenyl]acetic acid), CI (methyl iodide). The solvent is C(C)OCC (diethyl ether). Conditions: time 30 minute. The product is C1(=CC=CS1)C(=O)C1=CC=C(C(C(=O)O)C)C=C1 (p-(2-thenoyl)hydratropic acid). RXN SMILES: N.[Na].[C:3]1([C:8]([C:10]2[CH:15]=[CH:14][C:13]([CH2:16][C:17]([OH:19])=[O:18])=[CH:12][CH:11]=2)=[O:9])[S:7][CH:6]=[CH:5][CH:4]=1.[CH3:20]I>C(OCC)C>[C:3]1([C:8]([C:10]2[CH:15]=[CH:14][C:13]([CH:16]([CH3:20])[C:17]([OH:19])=[O:18])=[CH:12][CH:11]=2)=[O:9])[S:7][CH:6]=[CH:5][CH:4]=1 |^1:1|. Procedure details: To 400 parts of liquid ammonia are added a trace of ferric chloride and 3 parts of sodium. The mixture is stirred for 30 minutes, after which 14.8 parts of 2-[p-(2-thenoyl)phenyl]acetic acid are added slowly during 30 minutes, and the mixture is further stirred for 45 minutes. 13.6 parts of methyl iodide are added dropwise and the reaction mixture is stirred for 2h. 30 400 parts of diethyl ether are then added and the mixture is stirred overnight. The ammonia is evaporated and the resulting solu... The solvent is CO (MeOH). The reactants are N[C@H]1[C@@H](C(OC2=C1C=C(C=C2)C#N)(C)C)O ((3S-trans)-4-amino-3,4-dihydro-3-hydroxy-2,2-dimethyl-2H-1-benzopyran-6-carbonitrile), compound, CC1=C(C(=NO1)C1=CC=CC=C1)C(=O)O (5-methyl-3-phenylisoxazole-4-carboxlic acid). Procedure details: The title compound was prepared from (3S-trans)-4-amino-3,4-dihydro-3-hydroxy-2,2-dimethyl-2H-1-benzopyran-6-carbonitrile (the title B compound of Example 1) and 5-methyl-3-phenylisoxazole-4-carboxlic acid by the same method as described for the title compound of Example 2 to afford a white solid, m.p. 235°-236° C. [α]D =-29.6° (c=0.46, MeOH). Reaction SMILES: [NH2:1][C@@H:2]1[C:7]2[CH:8]=[C:9]([C:12]#[N:13])[CH:10]=[CH:11][C:6]=2[O:5][C:4]([CH3:15])([CH3:14])[C@H:3]1[OH:16].[CH3:17][C:18]1[O:22][N:21]=[C:20]([C:23]2[CH:28]=[CH:27][CH:26]=[CH:25][CH:24]=2)[C:19]=1[C:29](O)=[O:30]>CO>[C:12]([C:9]1[CH:10]=[CH:11][C:6]2[O:5][C:4]([CH3:14])([CH3:15])[C@@H:3]([OH:16])[C@H:2]([NH:1][C:29]([C:19]3[C:20]([C:23]4[CH:28]=[CH:27][CH:26]=[CH:25][CH:24]=4)=[N:21][O:22][C:18]=3[CH3:17])=[O:30])[C:7]=2[CH:8]=1)#[N:13]. The product is C(#N)C=1C=CC2=C([C@H]([C@@H](C(O2)(C)C)O)NC(=O)C=2C(=NOC2C)C2=CC=CC=C2)C1 ((3S-trans)-N-(6-Cyano-3,4-dihydro-3-hydroxy-2,2-dimethyl-2H-1-benzopyran-4-yl)-5-methyl-3-phenyl-4-isoxazolecarboxamide). RXN SMILES: C([NH:4][C:5]1[N:10]=[CH:9][C:8]([CH:11]([CH3:18])[CH2:12][C:13]([O:15]CC)=[O:14])=[CH:7][CH:6]=1)(=O)C.[ClH:19]>>[ClH:19].[NH2:4][C:5]1[N:10]=[CH:9][C:8]([CH:11]([CH3:18])[CH2:12][C:13]([OH:15])=[O:14])=[CH:7][CH:6]=1 |f:2.3|. Reported procedure: A solution of (RS) ethyl 3-(6-acetylamino-pyrid-3-yl)-butanoate (25.56 g, Reference Example 21) in aqueous hydrochloric acid (500 mL, 6M) was heated at 100° C. for 3.5 hours, then cooled and then evaporated to give the title compound as a crystalline solid. Reactants: C(C)(=O)NC1=CC=C(C=N1)C(CC(=O)OCC)C ((RS) ethyl 3-(6-acetylamino-pyrid-3-yl)-butanoate), Cl (hydrochloric acid). Product: Cl.NC1=CC=C(C=N1)C(CC(=O)O)C ((RS) 3-(6-Amino-pyrid-3-yl)-butanoic acid hydrochloride). The reactants are Cl (hydrochloric acid), NP(O)(=O)CCC1=CC=CC=C1 (amino-1-phenyl-2-ethyl phosphinic acid), C(C)OCC (diethyl ether), C(C1=CC=CC=C1)OC(=O)Cl (benzylchloroformate). Reaction SMILES: [NH2:1][P:2]([CH2:5][CH2:6][C:7]1[CH:12]=[CH:11][CH:10]=[CH:9][CH:8]=1)(=[O:4])[OH:3].[CH2:13]([O:20][C:21](Cl)=[O:22])[C:14]1[CH:19]=[CH:18][CH:17]=[CH:16][CH:15]=1.C(OCC)C.Cl>O>[CH2:13]([O:20][C:21]([NH:1][P:2]([CH2:5][CH2:6][C:7]1[CH:12]=[CH:11][CH:10]=[CH:9][CH:8]=1)(=[O:3])[OH:4])=[O:22])[C:14]1[CH:19]=[CH:18][CH:17]=[CH:16][CH:15]=1. The yield is 76.0%. The product is C(C1=CC=CC=C1)OC(=O)NP(O)(=O)CCC1=CC=CC=C1 (benzyloxycarbonylamino-1-phenyl-2-ethyl phosphinic acid). The solvent is O (water). Conditions: temperature 0 celsius, time 1 hour. Reported procedure: Compound 2 (1.1 g, 6 mmole) is dissolved in 10 ml of water and then the pH of this solution is adjusted to 9.5 with the aid of a 4N soda solution. To this mixture cooled in an icebath is gently added benzylchloroformate (1.2 ml, 7.5 mmole), whilst maintaining the pH of the reaction at 9.5 by successive soda additions. Stirring of the reaction mixture is maintained at 0° C. for 30 min. and then for 1 h at ambient temperature. After diethyl ether treatment, the mixture is cooled, and then acidifie...